Dataset: the Open Reaction Database (ORD), a public repository of structured organic reaction records. Task: describe an organic reaction: reactants, conditions, products, and yield Reactants: N1=CC=CC=2C3=NC=CC=C3C(C12)=O (1,5-diazafluoren-9-one), NN (hydrazine). The solvent is C(COCCO)O (diethyleneglycol). Reaction conditions: time 30 minute. Product: N1=CC=CC=2C3=NC=CC=C3CC12 (1,5-diazafluorene). Isolated yield 72.1%. As a reaction SMILES: [N:1]1[C:13]2[C:12](=O)[C:11]3[C:6](=[N:7][CH:8]=[CH:9][CH:10]=3)[C:5]=2[CH:4]=[CH:3][CH:2]=1.NN>C(O)COCCO>[N:1]1[C:13]2[CH2:12][C:11]3[C:6](=[N:7][CH:8]=[CH:9][CH:10]=3)[C:5]=2[CH:4]=[CH:3][CH:2]=1. Procedure details: Following the procedure described in Example 608, Part C, 6.0 g (33 mmole) of 1,5-diazafluoren-9-one and 11.8 g (0.37 mole) of hydrazine were combined with 100 ml of diethyleneglycol and heated rapidly to 200°. The reaction was kept at this temperature for 30 minutes, then for 3 hours at 180°. Following the described workup, the crude yield was 4.69 g, m.p. 85°. Recrystallization from cyclohexane yields 4.0 g, m.p. 99°-100° of pure 1,5-diazafluorene. RXN SMILES: [Br:62][CH2:63][CH2:64][CH:65]1[CH2:66][CH2:67][N:68]([C:71](=[O:72])[O:73][CH2:74][c:75]2[cH:76][cH:77][cH:78][cH:79][cH:80]2)[CH2:69][CH2:70]1.[CH3:44][CH:45]([CH2:46][CH2:47][CH3:48])[O:49][c:50]1[n:51][c:52]([NH2:61])[c:53]2[n:54][c:55]([O:59][CH3:60])[nH:56][c:57]2[n:58]1.[F:37][C:38]([F:39])([F:40])[C:41]([OH:42])=[O:43].[NH2:1][c:2]1[n:3][c:4]([O:5][CH2:6][CH2:7][CH2:8][CH3:9])[n:10][c:11]2[c:12]1[n:13][c:14]([O:15][CH3:16])[n:17]2[CH2:18][CH2:19][CH2:20][CH:21]1[CH2:22][CH2:23][CH2:24][CH2:25][N:26]1[C:27]([O:28][CH2:29][c:30]1[cH:31][cH:32][cH:33][cH:34][cH:35]1)=[O:36]>>[CH3:44][CH:45]([CH2:46][CH2:47][CH3:48])[O:49][c:50]1[n:51][c:52]([NH2:61])[c:53]2[n:54][c:55]([O:59][CH3:60])[n:56]([CH2:63][CH2:64][CH:65]3[CH2:66][CH2:67][N:68]([C:71](=[O:72])[O:73][CH2:74][c:75]4[cH:76][cH:77][cH:78][cH:79][cH:80]4)[CH2:69][CH2:70]3)[c:57]2[n:58]1. Product: CCCC(C)Oc1nc(N)c2nc(OC)n(CCC3CCN(C(=O)OCc4ccccc4)CC3)c2n1. Starting materials: O=C(OCc1ccccc1)N1CCC(CCBr)CC1, CCCC(C)Oc1nc(N)c2nc(OC)[nH]c2n1, O=C(O)C(F)(F)F, CCCCOc1nc(N)c2nc(OC)n(CCCC3CCCCN3C(=O)OCc3ccccc3)c2n1. Product: N1(CCC1)S(=O)(=O)NC(C1=C(C=C(C(=C1)C1CC1)OCC1CN(C1)C(C1=CC=CC=C1)C1=CC=CC=C1)F)=O (N-(azetidin-1-ylsulfonyl)-4-((1-benzhydrylazetidin-3-yl)methoxy)-5-cyclopropyl-2-fluorobenzamide). Reaction SMILES: [CH:1]([N:14]1[CH2:17][CH:16]([CH2:18][O:19][C:20]2[C:28]([CH:29]3[CH2:31][CH2:30]3)=[CH:27][C:23]([C:24]([OH:26])=O)=[C:22]([F:32])[CH:21]=2)[CH2:15]1)([C:8]1[CH:13]=[CH:12][CH:11]=[CH:10][CH:9]=1)[C:2]1[CH:7]=[CH:6][CH:5]=[CH:4][CH:3]=1.[N:33]1([S:37]([NH2:40])(=[O:39])=[O:38])[CH2:36][CH2:35][CH2:34]1>>[N:33]1([S:37]([NH:40][C:24](=[O:26])[C:23]2[CH:27]=[C:28]([CH:29]3[CH2:30][CH2:31]3)[C:20]([O:19][CH2:18][CH:16]3[CH2:15][N:14]([CH:1]([C:2]4[CH:3]=[CH:4][CH:5]=[CH:6][CH:7]=4)[C:8]4[CH:9]=[CH:10][CH:11]=[CH:12][CH:13]=4)[CH2:17]3)=[CH:21][C:22]=2[F:32])(=[O:39])=[O:38])[CH2:36][CH2:35][CH2:34]1. Starting materials: C(C1=CC=CC=C1)(C1=CC=CC=C1)N1CC(C1)COC1=CC(=C(C(=O)O)C=C1C1CC1)F (4-((1-benzhydrylazetidin-3-yl)methoxy)-5-cyclopropyl-2-fluorobenzoic acid), N1(CCC1)S(=O)(=O)N (azetidine-1-sulfonamide). Procedure details: The compound was prepared in a similar manner to Example 408 from 4-((1-benzhydrylazetidin-3-yl)methoxy)-5-cyclopropyl-2-fluorobenzoic acid and azetidine-1-sulfonamide. LCMS (Method D): RT=4.74 min, m/z: 550.3 [M+H]+. 1H NMR (400 MHz, DMSO-d6) δ 11.57 (s, 1H), 7.46-7.38 (m, 4H), 7.28 (dd, J=8.3, 6.8 Hz, 4H), 7.22-7.13 (m, 3H), 6.99-6.87 (m, 1H), 4.46 (s, 1H), 4.21 (d, J=6.1 Hz, 2H), 3.97 (s, 3H), 3.28-3.21 (m, 2H), 3.07-2.94 (m, 2H), 2.91-2.81 (m, 1H), 2.20-1.99 (m, 3H), 1.25 (d, J=6.9 Hz, 1H), ... The reactants are CC1(OB(OC1(C)C)C1=CC=C(N)C=C1)C (4-(4,4,5,5-tetramethyl-1,3,2-dioxaborolan-2-yl)aniline), ClC1=NC(=CC(=N1)CS(=O)(=O)C1=CC=C(C=C1)F)N1[C@H](COCC1)C (2-chloro-4-[(4-fluorophenyl)sulfonylmethyl]-6-[(3S)-3-methylmorpholin-4-yl]pyrimidine), C([O-])([O-])=O.[Na+].[Na+] (sodium carbonate). The reagents and catalysts are Cl[Pd]([P](C1=CC=CC=C1)(C2=CC=CC=C2)C3=CC=CC=C3)([P](C4=CC=CC=C4)(C5=CC=CC=C5)C6=CC=CC=C6)Cl (Dichlorobis(triphenylphosphine)palladium(II)). The solvent is CN(C)C=O (DMF), COCCOC.O.C(C)O (DME water ethanol), C(C)(=O)OCC (ethyl acetate). Conditions: temperature 90 celsius, time 4 hour. The product is FC1=CC=C(C=C1)S(=O)(=O)CC1=NC(=NC(=C1)N1[C@H](COCC1)C)C1=CC=C(N)C=C1 (4-[4-[(4-Fluorophenyl)sulfonylmethyl]-6-[(3S)-3-methylmorpholin-4-yl]pyrimidin-2-yl]aniline). Isolated yield 97.0%. RXN SMILES: CC1(C)C(C)(C)OB([C:9]2[CH:15]=[CH:14][C:12]([NH2:13])=[CH:11][CH:10]=2)O1.Cl[C:18]1[N:23]=[C:22]([CH2:24][S:25]([C:28]2[CH:33]=[CH:32][C:31]([F:34])=[CH:30][CH:29]=2)(=[O:27])=[O:26])[CH:21]=[C:20]([N:35]2[CH2:40][CH2:39][O:38][CH2:37][C@@H:36]2[CH3:41])[N:19]=1.C(=O)([O-])[O-].[Na+].[Na+]>CN(C=O)C.COCCOC.O.C(O)C.C(OCC)(=O)C.Cl[Pd](Cl)([P](C1C=CC=CC=1)(C1C=CC=CC=1)C1C=CC=CC=1)[P](C1C=CC=CC=1)(C1C=CC=CC=1)C1C=CC=CC=1>[F:34][C:31]1[CH:32]=[CH:33][C:28]([S:25]([CH2:24][C:22]2[CH:21]=[C:20]([N:35]3[CH2:40][CH2:39][O:38][CH2:37][C@@H:36]3[CH3:41])[N:19]=[C:18]([C:9]3[CH:10]=[CH:11][C:12]([NH2:13])=[CH:14][CH:15]=3)[N:23]=2)(=[O:27])=[O:26])=[CH:29][CH:30]=1 |f:2.3.4,6.7.8,^1:71,90|. Procedure: Dichlorobis(triphenylphosphine)palladium(II) (136 mg, 0.19 mmol) was added to 4-(4,4,5,5-tetramethyl-1,3,2-dioxaborolan-2-yl)aniline (1.107 g, 5.05 mmol) and 2-chloro-4-[(4-fluorophenyl)sulfonylmethyl]-6-[(3S)-3-methylmorpholin-4-yl]pyrimidine (1.50 g, 3.89 mmol) and sodium carbonate (5 mL, 10.00 mmol) in 18% DMF in DME:water:ethanol (7:3:2) (20 mL). The resulting solution was stirred at 90° C. for 4 hours. The reaction mixture was diluted with ethyl acetate (20 mL), and washed with water (2×20 ... Starting materials: O=C1c2ccccc2C(=O)N1CCCBr, O=C(CC(=O)OCc1ccccc1)OCc1ccccc1, C1CCOC1, [H-], [Na+]. Product: O=C(OCc1ccccc1)C(CCCN1C(=O)c2ccccc2C1=O)C(=O)OCc1ccccc1. RXN SMILES: [Br:24][CH2:25][CH2:26][CH2:27][N:28]1[C:29](=[O:38])[c:30]2[c:31]([cH:34][cH:35][cH:36][cH:37]2)[C:32]1=[O:33].[C:1]([CH2:2][C:3](=[O:4])[O:5][CH2:6][c:7]1[cH:8][cH:9][cH:10][cH:11][cH:12]1)(=[O:13])[O:14][CH2:15][c:16]1[cH:17][cH:18][cH:19][cH:20][cH:21]1.[CH2:39]1[O:40][CH2:41][CH2:42][CH2:43]1.[H-:22].[Na+:23]>>[C:1]([CH:2]([C:3](=[O:4])[O:5][CH2:6][c:7]1[cH:8][cH:9][cH:10][cH:11][cH:12]1)[CH2:25][CH2:26][CH2:27][N:28]1[C:29](=[O:38])[c:30]2[c:31]([cH:34][cH:35][cH:36][cH:37]2)[C:32]1=[O:33])(=[O:13])[O:14][CH2:15][c:16]1[cH:17][cH:18][cH:19][cH:20][cH:21]1. Reaction SMILES: [O:1]1[C:6]2[CH:7]=[CH:8][C:9]([CH:11]=O)=[CH:10][C:5]=2[O:4][CH2:3][CH2:2]1.[NH2:13][C:14]1[C:15](=[O:28])[N:16]([CH2:25][CH2:26][CH3:27])[C:17](=[O:24])[N:18]([CH2:21][CH2:22][CH3:23])[C:19]=1[NH2:20].CCOC(/N=N/C(OCC)=O)=O>C(O)C.C(O)(=O)C>[CH2:25]([N:16]1[C:15](=[O:28])[C:14]2[NH:13][C:11]([C:9]3[CH:8]=[CH:7][C:6]4[O:1][CH2:2][CH2:3][O:4][C:5]=4[CH:10]=3)=[N:20][C:19]=2[N:18]([CH2:21][CH2:22][CH3:23])[C:17]1=[O:24])[CH2:26][CH3:27]. Reaction conditions: temperature 60 celsius. Procedure: 2.18 g (0.013 mol) of 1,4-benzodioxan-6-aldehyde, 80 ml of ethanol and 2.4 ml of glacial acetic acid are mixed together and 2.8 g (0.012 mol) of 5,6-diamino-1,3-dipropyluracil are added thereto. The clear solution is refluxed for 21/4 hours and then cooled to 60° C. At this temperature, 2.1 ml (0.013 mol) of diethylazodicarboxylate are added dropwise and the viscous suspension produced is mixed with 80 ml of ethanol and refluxed for 2 hours. After a further 20 hours at ambient temperature the mi... The reactants are O1CCOC2=C1C=CC(=C2)C=O (1,4-benzodioxan-6-aldehyde), NC=1C(N(C(N(C1N)CCC)=O)CCC)=O (5,6-diamino-1,3-dipropyluracil), CCOC(=O)/N=N/C(=O)OCC (diethylazodicarboxylate). Solvent: C(C)(=O)O (acetic acid), C(C)O (ethanol), C(C)O (ethanol). Yields the product C(CC)N1C(=O)N(C=2N=C(NC2C1=O)C1=CC2=C(OCCO2)C=C1)CCC (1,3-Dipropyl-8-(1,4-benzodioxan-6-vl)xanthine). The yield is 92.2%. The reactants are ClC1=CC=CC(=C1C(=O)O)NC(=O)C (6-chloro-2-(methylcarbonylamino)benzoic acid). Run in Cl (hydrochloric acid). Reaction conditions: time 3 hour. Product: Cl.ClC=1C=CC=C(C1C(=O)O)N (6-chloroanthranilic acid hydrochloride). The yield is 209.8%. RXN SMILES: [Cl:1][C:2]1[C:7]([C:8]([OH:10])=[O:9])=[C:6]([NH:11]C(C)=O)[CH:5]=[CH:4][CH:3]=1>Cl>[ClH:1].[Cl:1][C:2]1[CH:3]=[CH:4][CH:5]=[C:6]([NH2:11])[C:7]=1[C:8]([OH:10])=[O:9] |f:2.3|. Reported procedure: A mixture of 20.0 grams (0.093 mole) of 6-chloro-2-(methylcarbonylamino)benzoic acid in 150 mL of concentrated hydrochloric acid was stirred at 80° for about 3 hours. The reaction mixture was cooled to ambient temperature and was filtered to collect a solid. The solid was washed with cold diethyl ether and dried to yield 20.3 grams of 6-chloroanthranilic acid hydrochloride; m.p. 194°-195° C. The nmr spectrum was consistent with the proposed structure. Reactants: FC(COC1=C(C=C(C=C1)F)C=1C=2N(C=CC1)N=C(N2)NC2=CC1=C(CCNCC1)C=C2)F ({8-[2-(2,2-difluoro-ethoxy)-5-fluoro-phenyl]-[1,2,4]triazolo[1,5-a]pyridin-2-yl}-(2,3,4,5-tetrahydro-1H-3-benzazepin-7yl)-amine), ClCC(=O)N(C)C (2-chloro-N,N-dimethyl-acetamide). Product: FC(COC1=C(C=C(C=C1)F)C=1C=2N(C=CC1)N=C(N2)NC2=CC1=C(CCN(CC1)CC(=O)N(C)C)C=C2)F (2-(7-{8-[2-(2,2-Difluoro-ethoxy)-5-fluoro-phenyl]-[1,2,4]triazolo[1,5-a]pyridin-2-ylamino}-1,2,4,5-tetrahydro-3-benzazepin-3-yl)-N,N-dimethyl-acetamide), product. Yield: 39.0%. Reaction SMILES: [F:1][CH:2]([F:33])[CH2:3][O:4][C:5]1[CH:10]=[CH:9][C:8]([F:11])=[CH:7][C:6]=1[C:12]1[C:13]2[N:14]([N:18]=[C:19]([NH:21][C:22]3[CH:32]=[CH:31][C:25]4[CH2:26][CH2:27][NH:28][CH2:29][CH2:30][C:24]=4[CH:23]=3)[N:20]=2)[CH:15]=[CH:16][CH:17]=1.Cl[CH2:35][C:36]([N:38]([CH3:40])[CH3:39])=[O:37]>>[F:33][CH:2]([F:1])[CH2:3][O:4][C:5]1[CH:10]=[CH:9][C:8]([F:11])=[CH:7][C:6]=1[C:12]1[C:13]2[N:14]([N:18]=[C:19]([NH:21][C:22]3[CH:32]=[CH:31][C:25]4[CH2:26][CH2:27][N:28]([CH2:35][C:36]([N:38]([CH3:40])[CH3:39])=[O:37])[CH2:29][CH2:30][C:24]=4[CH:23]=3)[N:20]=2)[CH:15]=[CH:16][CH:17]=1. Procedure details: 2-(7-{8-[2-(2,2-Difluoro-ethoxy)-5-fluoro-phenyl]-[1,2,4]triazolo[1,5-a]pyridin-2-ylamino}-1,2,4,5-tetrahydro-3-benzazepin-3-yl)-N,N-dimethyl-acetamide was prepared from {8-[2-(2,2-difluoro-ethoxy)-5-fluoro-phenyl]-[1,2,4]triazolo[1,5-a]pyridin-2-yl}-(2,3,4,5-tetrahydro-1H-3-benzazepin-7yl)-amine (0.097 g, 0.210 mmol) and 2-chloro-N,N-dimethyl-acetamide (0.033 mL, 0.321 mmol) in a manner analogous to Example 313 to give product (0.045 g, 39%). MP=218° C. 1H NMR (400 MHz, (D3C)2SO, δ, ppm): 9.53 ... Reactants: COC(C(C1=CC=C(C=C1)OCCOC1=CC=C(C=C1)OC)=O)=O (4-[[2-(4-methoxyphenoxy)ethyl]oxy]-alpha-oxobenzeneacetic acid methyl ester). Solvent: CO (methanol), [OH-].[Na+] (sodium hydroxide). The product is COC1=CC=C(OCCOC2=CC=C(C=C2)C(C(=O)O)=O)C=C1 (4-[[2-(4-methoxyphenoxy)ethyl]oxy]-alpha-oxobenzeneacetic acid). Yield: 88.2%. Reaction SMILES: C[O:2][C:3](=[O:24])[C:4](=[O:23])[C:5]1[CH:10]=[CH:9][C:8]([O:11][CH2:12][CH2:13][O:14][C:15]2[CH:20]=[CH:19][C:18]([O:21][CH3:22])=[CH:17][CH:16]=2)=[CH:7][CH:6]=1>CO.[OH-].[Na+]>[CH3:22][O:21][C:18]1[CH:17]=[CH:16][C:15]([O:14][CH2:13][CH2:12][O:11][C:8]2[CH:9]=[CH:10][C:5]([C:4](=[O:23])[C:3]([OH:24])=[O:2])=[CH:6][CH:7]=2)=[CH:20][CH:19]=1 |f:2.3|. Procedure: A mixture of 4-[[2-(4-methoxyphenoxy)ethyl]oxy]-alpha-oxobenzeneacetic acid methyl ester (0.77 g) in methanol and 0.5N sodium hydroxide (8 mL) was treated as in Example 19. Extraction with dichloromethane provided material which solidified and was crystallized from diethyl ether-hexane to give 0.65 g of colorless 4-[[2-(4-methoxyphenoxy)ethyl]oxy]-alpha-oxobenzeneacetic acid, mp 138°-139° C.